This data is from the Open Reaction Database (ORD), a public repository of structured organic reaction records. The task is: describe an organic reaction: reactants, conditions, products, and yield The reactants are CN(C=1C=C(C(CS(=O)(=O)C)O)C=C(C1N(C)C)N(C)C)C (3,4,5-tris(dimethylamino)-α-[(methylsulfonyl)methyl]benzyl alcohol), C[O-].[Na+] (sodium methylate), N(C1=CC=CC=C1)CCC#N (β-anilinopropionitrile). The solvent is CS(=O)C (dimethylsulfoxide). Product: N(C1=CC=CC=C1)C=C(C#N)CC1=CC(=C(C(=C1)N(C)C)N(C)C)N(C)C (α-(anilinomethylene)-3,4,5-tris(dimethylamino)hydrocinnamonitrile). As a reaction SMILES: [CH3:1][N:2]([CH3:22])[C:3]1[CH:4]=[C:5]([CH:13]=[C:14]([N:19]([CH3:21])[CH3:20])[C:15]=1[N:16]([CH3:18])[CH3:17])[CH:6](O)CS(C)(=O)=O.C[O-].[Na+].[NH:26]([CH2:33][CH2:34][C:35]#[N:36])[C:27]1[CH:32]=[CH:31][CH:30]=[CH:29][CH:28]=1>CS(C)=O>[NH:26]([CH:33]=[C:34]([CH2:6][C:5]1[CH:13]=[C:14]([N:19]([CH3:20])[CH3:21])[C:15]([N:16]([CH3:18])[CH3:17])=[C:3]([N:2]([CH3:1])[CH3:22])[CH:4]=1)[C:35]#[N:36])[C:27]1[CH:32]=[CH:31][CH:30]=[CH:29][CH:28]=1 |f:1.2|. Procedure details: A mixture of 8.96 g. of 3,4,5-tris(dimethylamino)-α-[(methylsulfonyl)methyl]benzyl alcohol, 2.56 g. of sodium methylate and 6.6 g. of β-anilinopropionitrile in 70 ml. of dimethylsulfoxide was stirred at room temperature under nitrogen for 50 minutes. The mixture was poured into 500 ml. of ice water, the separated oil extracted with ethyl acetate, the ethyl acetate solution dried over sodium sulfate and evaporated. By purification of the residue over aluminum oxide with benzene and recrystallizat... The reactants are NC=1C=C(C(=O)C2=CC=CC=C2)C=CC1N1CCOCC1 (3-amino-4-morpholino-benzophenone), ice water, C(=O)(O)[O-].[Na+] (sodium hydrocarbonate), COC=1C=C(C(=O)Cl)C=C(C1OC)OC (3,4,5-trimethoxybenzoyl chloride). The solvent is CC(=O)C (acetone), CC(=O)C (acetone). Conditions: time 30 minute. The product is COC=1C=C(C(=O)NC=2C=C(C(=O)C3=CC=CC=C3)C=CC2N2CCOCC2)C=C(C1OC)OC (3-(3,4,5-trimethoxybenzoylamino)-4-morpholino-benzophenone). RXN SMILES: [NH2:1][C:2]1[CH:3]=[C:4]([CH:13]=[CH:14][C:15]=1[N:16]1[CH2:21][CH2:20][O:19][CH2:18][CH2:17]1)[C:5]([C:7]1[CH:12]=[CH:11][CH:10]=[CH:9][CH:8]=1)=[O:6].C([O-])(O)=O.[Na+].[CH3:27][O:28][C:29]1[CH:30]=[C:31]([CH:35]=[C:36]([O:40][CH3:41])[C:37]=1[O:38][CH3:39])[C:32](Cl)=[O:33]>CC(C)=O>[CH3:41][O:40][C:36]1[CH:35]=[C:31]([CH:30]=[C:29]([O:28][CH3:27])[C:37]=1[O:38][CH3:39])[C:32]([NH:1][C:2]1[CH:3]=[C:4]([CH:13]=[CH:14][C:15]=1[N:16]1[CH2:17][CH2:18][O:19][CH2:20][CH2:21]1)[C:5]([C:7]1[CH:8]=[CH:9][CH:10]=[CH:11][CH:12]=1)=[O:6])=[O:33] |f:1.2|. Procedure: 28 g. of 3-amino-4-morpholino-benzophenone are dissolved in 560 ml. of acetone, and 17 g. of solid sodium hydrocarbonate are added. A solution of 25.4 g. of 3,4,5-trimethoxybenzoyl chloride in 260 ml. of acetone are added dropwise to the solution at room temperature, under vigorous stirring. The temperature of the reaction mixture rises with about 6° to 10° C. After the addition the mixture is stirred for additional 30 minutes at room temperature, then poured into ice water. The separated produc... Starting materials: CCCCOC(=O)c1nc(Br)c2ccccc2c1O, CCOC(C)=O, Nc1ccccc1. The product is CCCCOC(=O)c1nc(Nc2ccccc2)c2ccccc2c1O. As a reaction SMILES: [CH2:1]([CH2:2][CH2:3][CH3:4])[O:5][C:6](=[O:7])[c:8]1[n:9][c:10]([Br:19])[c:11]2[cH:12][cH:13][cH:14][cH:15][c:16]2[c:17]1[OH:18].[CH3:27][CH2:28][O:29][C:30]([CH3:31])=[O:32].[NH2:20][c:21]1[cH:22][cH:23][cH:24][cH:25][cH:26]1>>[CH2:1]([CH2:2][CH2:3][CH3:4])[O:5][C:6](=[O:7])[c:8]1[n:9][c:10]([NH:20][c:21]2[cH:22][cH:23][cH:24][cH:25][cH:26]2)[c:11]2[cH:12][cH:13][cH:14][cH:15][c:16]2[c:17]1[OH:18]. The reactants are O (water), 13.6, COC=1C=CC(=CC1)C=O (anisaldehyde), [PH2](=O)[O-].[NH4+] (ammonium hypophosphite). Run in C=1(C(=CC=CC1)C)C (xylene), C=1(C(=CC=CC1)C)C (xylene). The product is NC1(CC=C(C=C1)OC)CP(O)O (1-amino-p-methoxyphenylmethanephosphonous acid). As a reaction SMILES: [CH3:1][O:2][C:3]1[CH:4]=[CH:5][C:6]([CH:9]=O)=[CH:7][CH:8]=1.[PH2:11]([O-:13])=[O:12].[NH4+:14].O>C1(C)C(C)=CC=CC=1>[NH2:14][C:6]1([CH2:9][P:11]([OH:13])[OH:12])[CH:5]=[CH:4][C:3]([O:2][CH3:1])=[CH:8][CH2:7]1 |f:1.2|. Procedure: A mixture of 13.6 parts anisaldehyde and 8.3 parts ammonium hypophosphite in 100 parts xylene was refluxed with water separation. The xylene was cooled, decanted and the residue boiled with ethanol to give a white solid. Filtration gave DL-1-amino-p-methoxyphenylmethanephosphonous acid, melting point 239°-241° (dec.). Reactants: ClC1=C(C=CC=2N(C=NC21)C2OCCCC2)CN(C(OC(C)(C)C)=O)C (tert-butyl (4-chloro-1-(tetrahydro-2H-pyran-2-yl)-1H-benzo[d]imidazol-5-yl)methyl(methyl)carbamate), Cl.O1CCOCC1 (HCl dioxane). The solvent is CO (MeOH). Run at time 2 hour. Product: ClC1=C(C=CC=2N(C=NC21)C2OCCCC2)CNC (1-(4-chloro-1-(tetrahydro-2H-pyran-2-yl)-1H-benzo[d]imidazol-5-yl)-N-methylmethanamine). Isolated yield 146700.4%. As a reaction SMILES: [Cl:1][C:2]1[C:10]2[N:9]=[CH:8][N:7]([CH:11]3[CH2:16][CH2:15][CH2:14][CH2:13][O:12]3)[C:6]=2[CH:5]=[CH:4][C:3]=1[CH2:17][N:18](C)[C:19](=O)OC(C)(C)C.Cl.O1CCOCC1>CO>[Cl:1][C:2]1[C:10]2[N:9]=[CH:8][N:7]([CH:11]3[CH2:16][CH2:15][CH2:14][CH2:13][O:12]3)[C:6]=2[CH:5]=[CH:4][C:3]=1[CH2:17][NH:18][CH3:19] |f:1.2|. Procedure details: To a solution of 218 (363 mg, 0.96 mmol) in MeOH (6 mL) was added 4N HCl/dioxane (2.87 ml, 11.5 mmol) and the reaction was stirred at RT for 2 h then concentrated in vacuo to afford 394 g (100%) of 1-(4-chloro-1-(tetrahydro-2H-pyran-2-yl)-1H-benzo[d]imidazol-5-yl)-N-methylmethanamine (220) as its bis-HCl salt: MS (ESI) m/z=280.1 [M+1]+. The reactants are ClC1=C(C=CC=C1)C(CCCCN1CCC(CC1)C=1C=C(C=CC1)NC(C(C)C)=O)=O (N-(3-{1-[5-(2-chlorophenyl)-5-oxopentyl]-4-piperidinyl}phenyl)-2-methylpropanamide), Cl.C1(=CC=CC2=CC=CC=C12)NN (1-naphthylhydrazine hydrochloride). The product is ClC1=C(C=CC=C1)C=1NC2=C3C(=CC=C2C1CCCN1CCC(CC1)C=1C=C(C=CC1)NC(C(C)C)=O)C=CC=C3 (N-[3-(1-{3-[2-(2-CHLOROPHENYL)-1H-BENZO[G]INDOL-3-YL]PROPYL}-4-PIPERIDINYL)PHENYL]-2-METHYLPROPANAMIDE). As a reaction SMILES: [Cl:1][C:2]1[CH:7]=[CH:6][CH:5]=[CH:4][C:3]=1[C:8](=O)[CH2:9][CH2:10][CH2:11][CH2:12][N:13]1[CH2:18][CH2:17][CH:16]([C:19]2[CH:20]=[C:21]([NH:25][C:26](=[O:30])[CH:27]([CH3:29])[CH3:28])[CH:22]=[CH:23][CH:24]=2)[CH2:15][CH2:14]1.Cl.[C:33]1([NH:43]N)[C:42]2[C:37](=[CH:38][CH:39]=[CH:40][CH:41]=2)[CH:36]=[CH:35][CH:34]=1>>[Cl:1][C:2]1[CH:7]=[CH:6][CH:5]=[CH:4][C:3]=1[C:8]1[NH:43][C:33]2[C:34]([C:9]=1[CH2:10][CH2:11][CH2:12][N:13]1[CH2:18][CH2:17][CH:16]([C:19]3[CH:20]=[C:21]([NH:25][C:26](=[O:30])[CH:27]([CH3:29])[CH3:28])[CH:22]=[CH:23][CH:24]=3)[CH2:15][CH2:14]1)=[CH:35][CH:36]=[C:37]1[CH:38]=[CH:39][CH:40]=[CH:41][C:42]=21 |f:1.2|. Reported procedure: Prepared by Procedure E and Scheme M using N-(3-{1-[5-(2-chlorophenyl)-5-oxopentyl]-4-piperidinyl}phenyl)-2-methylpropanamide and 1-naphthylhydrazine hydrochloride: ESMS m/e: 564.2 (M+H)+.